Dataset: the Open Reaction Database (ORD), a public repository of structured organic reaction records. Task: describe an organic reaction: reactants, conditions, products, and yield The reactants are [BH4-], C1CCOC1, CO, CCOC(C)=O, O=CC1COc2c(F)ccc(F)c2C1Sc1ccc(Cl)cc1, NCCO, [Na+], O. The product is OCCNC(Sc1ccc(Cl)cc1)C1COc2c(F)ccc(F)c2C1. As a reaction SMILES: [BH4-:27].[CH2:31]1[O:32][CH2:33][CH2:34][CH2:35]1.[CH3:29][OH:30].[CH3:36][CH2:37][O:38][C:39](=[O:40])[CH3:41].[Cl:1][c:2]1[cH:3][cH:4][c:5]([S:8][CH:9]2[CH:10]([CH:21]=[O:22])[CH2:11][O:12][c:13]3[c:14]([F:20])[cH:15][cH:16][c:17]([F:19])[c:18]32)[cH:6][cH:7]1.[NH2:23][CH2:24][CH2:25][OH:26].[Na+:28].[OH2:42]>>[Cl:1][c:2]1[cH:3][cH:4][c:5]([S:8][CH:9]([CH:10]2[CH2:11][O:12][c:13]3[c:14]([F:20])[cH:15][cH:16][c:17]([F:19])[c:18]3[CH2:21]2)[NH:23][CH2:24][CH2:25][OH:26])[cH:6][cH:7]1. Starting materials: Brc1ccnc2c1ccn2Cc1ccncc1, N=C(c1ccccc1)c1ccccc1, CC(C)(C)[O-], Cc1ccccc1, [Na+], O=C(C=Cc1ccccc1)C=Cc1ccccc1, O=C(C=Cc1ccccc1)C=Cc1ccccc1, O=C(C=Cc1ccccc1)C=Cc1ccccc1, [Pd], [Pd]. The product is c1ccc(C(=Nc2ccnc3c2ccn3Cc2ccncc2)c2ccccc2)cc1. Reaction SMILES: [Br:7][c:8]1[c:9]2[c:10]([n:11][cH:12][cH:13]1)[n:14]([CH2:17][c:18]1[cH:19][cH:20][n:21][cH:22][cH:23]1)[cH:15][cH:16]2.[C:24]([c:25]1[cH:26][cH:27][cH:28][cH:29][cH:30]1)([c:31]1[cH:32][cH:33][cH:34][cH:35][cH:36]1)=[NH:37].[CH3:1][C:2]([CH3:3])([O-:4])[CH3:5].[CH3:38][c:39]1[cH:40][cH:41][cH:42][cH:43][cH:44]1.[Na+:6].[O:47]=[C:48]([CH:49]=[CH:50][c:51]1[cH:52][cH:53][cH:54][cH:55][cH:56]1)[CH:57]=[CH:58][c:59]1[cH:60][cH:61][cH:62][cH:63][cH:64]1.[O:65]=[C:66]([CH:67]=[CH:68][c:69]1[cH:70][cH:71][cH:72][cH:73][cH:74]1)[CH:75]=[CH:76][c:77]1[cH:78][cH:79][cH:80][cH:81][cH:82]1.[O:83]=[C:84]([CH:85]=[CH:86][c:87]1[cH:88][cH:89][cH:90][cH:91][cH:92]1)[CH:93]=[CH:94][c:95]1[cH:96][cH:97][cH:98][cH:99][cH:100]1.[Pd:45].[Pd:46]>>[c:8]1([N:37]=[C:24]([c:25]2[cH:26][cH:27][cH:28][cH:29][cH:30]2)[c:31]2[cH:32][cH:33][cH:34][cH:35][cH:36]2)[c:9]2[c:10]([n:11][cH:12][cH:13]1)[n:14]([CH2:17][c:18]1[cH:19][cH:20][n:21][cH:22][cH:23]1)[cH:15][cH:16]2. The reactants are [BH4-].[Na+] (Sodium borohydride), C(C)(=O)C1=CC=CC=2NC(=NC21)CC2N(CCCC2)C(=O)C=2N=C(SC2C2=CC=C(C=C2)F)C ((RS)-1-[2-(4-acetyl-1H-benzimidazol-2-ylmethyl)-piperidin-1-yl]-1-[5-(4-fluorophenyl)-2-methylthiazol-4-yl]methanone), O (water). Solvent: CO (methanol). Run at time 2.5 hour. Yields the product FC1=CC=C(C=C1)C1=C(N=C(S1)C)C(=O)N1C(CCCC1)CC1=NC2=C(N1)C=CC=C2C(C)O ((RS)-1-[5-(4-Fluoro-phenyl)-2-methyl-thiazol-4-yl]-1-{2-[4-(1-hydroxy-ethyl)-1H-benzoimidazol-2-ylmethyl]-piperidin-1-yl}-methanone). RXN SMILES: [BH4-].[Na+].[C:3]([C:6]1[C:14]2[N:13]=[C:12]([CH2:15][CH:16]3[CH2:21][CH2:20][CH2:19][CH2:18][N:17]3[C:22]([C:24]3[N:25]=[C:26]([CH3:36])[S:27][C:28]=3[C:29]3[CH:34]=[CH:33][C:32]([F:35])=[CH:31][CH:30]=3)=[O:23])[NH:11][C:10]=2[CH:9]=[CH:8][CH:7]=1)(=[O:5])[CH3:4].O>CO>[F:35][C:32]1[CH:31]=[CH:30][C:29]([C:28]2[S:27][C:26]([CH3:36])=[N:25][C:24]=2[C:22]([N:17]2[CH2:18][CH2:19][CH2:20][CH2:21][CH:16]2[CH2:15][C:12]2[NH:11][C:10]3[CH:9]=[CH:8][CH:7]=[C:6]([CH:3]([OH:5])[CH3:4])[C:14]=3[N:13]=2)=[O:23])=[CH:34][CH:33]=1 |f:0.1|. Procedure details: Sodium borohydride (145 mg) was added portionwise over 2 min. to a cooled (0-10° C.) solution of (RS)-1-[2-(4-acetyl-1H-benzimidazol-2-ylmethyl)-piperidin-1-yl]-1-[5-(4-fluorophenyl)-2-methylthiazol-4-yl]methanone, E68 (365 mg) in methanol (10 ml). After stirring for a further 2.5 h at room temperature, water (100 ml) was added and the mixture was extracted with dichloromethane (2×). The combined organics were dried (Na2SO4), evaporated and the residue chromatographed (silica gel, 0-100% ethyl a... The reactants are CC(=O)OCC(=O)N1CCC(c2nc(-c3cc(F)c(F)cc3F)c(-c3ccc4nnc(C(C)C)n4n3)s2)CC1, C1CCOC1, [Na+], [OH-], O. The product is CC(C)c1nnc2ccc(-c3sc(C4CCN(C(=O)CO)CC4)nc3-c3cc(F)c(F)cc3F)nn12. RXN SMILES: [C:1](=[O:2])([CH3:3])[O:4][CH2:5][C:6](=[O:7])[N:8]1[CH2:9][CH2:10][CH:11]([c:14]2[s:15][c:16](-[c:28]3[cH:29][cH:30][c:31]4[n:32]([n:33]3)[c:34]([CH:37]([CH3:38])[CH3:39])[n:35][n:36]4)[c:17](-[c:19]3[c:20]([F:27])[cH:21][c:22]([F:26])[c:23]([F:25])[cH:24]3)[n:18]2)[CH2:12][CH2:13]1.[CH2:42]1[O:43][CH2:44][CH2:45][CH2:46]1.[Na+:41].[OH-:40].[OH2:47]>>[OH:4][CH2:5][C:6](=[O:7])[N:8]1[CH2:9][CH2:10][CH:11]([c:14]2[s:15][c:16](-[c:28]3[cH:29][cH:30][c:31]4[n:32]([n:33]3)[c:34]([CH:37]([CH3:38])[CH3:39])[n:35][n:36]4)[c:17](-[c:19]3[c:20]([F:27])[cH:21][c:22]([F:26])[c:23]([F:25])[cH:24]3)[n:18]2)[CH2:12][CH2:13]1.